This data is from the Open Reaction Database (ORD), a public repository of structured organic reaction records. The task is: describe an organic reaction: reactants, conditions, products, and yield Reactants: ClC1=C(C=O)C=CC=C1 (2-chlorobenzaldehyde), NC1=CC(C(CC1)(C)C)=O (3-amino-6,6-dimethyl-2-cyclohexene-1-one), CC1=NC2=C(N1CCOCC(CC(=O)OCC)=O)C=CC=C2 (ethyl 4-[2-(2-methylbenzimidazol-1-yl)ethoxy]-3-oxobutanoate). The product is ClC1=C(C=CC=C1)C1C(=C(NC=2CCC(C(C12)=O)(C)C)COCCN1C(=NC2=C1C=CC=C2)C)C(=O)OCC (4-(2-Chlorophenyl)-3-ethoxycarbonyl-6,6-dimethyl-2-[2-(2-methyl-benzimidazol-1-yl)ethoxymetyl)-1,4,5,6,7,8-hexahydro-5-oxoquinoline). Yield: 11.5%. RXN SMILES: [Cl:1][C:2]1[CH:9]=[CH:8][CH:7]=[CH:6][C:3]=1[CH:4]=O.[NH2:10][C:11]1[CH2:16][CH2:15][C:14]([CH3:18])([CH3:17])[C:13](=[O:19])[CH:12]=1.[CH3:20][C:21]1[N:25]([CH2:26][CH2:27][O:28][CH2:29][C:30](=O)[CH2:31][C:32]([O:34][CH2:35][CH3:36])=[O:33])[C:24]2[CH:38]=[CH:39][CH:40]=[CH:41][C:23]=2[N:22]=1>>[Cl:1][C:2]1[CH:9]=[CH:8][CH:7]=[CH:6][C:3]=1[CH:4]1[C:12]2[C:13](=[O:19])[C:14]([CH3:18])([CH3:17])[CH2:15][CH2:16][C:11]=2[NH:10][C:30]([CH2:29][O:28][CH2:27][CH2:26][N:25]2[C:24]3[CH:38]=[CH:39][CH:40]=[CH:41][C:23]=3[N:22]=[C:21]2[CH3:20])=[C:31]1[C:32]([O:34][CH2:35][CH3:36])=[O:33]. Reported procedure: The title compound (63 mg) was prepared from 2-chlorobenzaldehyde (202 mg), 3-amino-6,6-dimethyl-2-cyclohexene-1-one (200 mg) and ethyl 4-[2-(2-methylbenzimidazol-1-yl)ethoxy]-3-oxobutanoate (304 mg) by the method of Example 1. M.p. 118°-120° C. Starting materials: CC(=O)O, O=C1OCC(O)C1CCCOCc1ccccc1, CCO. Product: O=C1OCC(O)C1CCCO. Reaction SMILES: [C:19]([OH:20])(=[O:21])[CH3:22].[CH2:1]([c:2]1[cH:3][cH:4][cH:5][cH:6][cH:7]1)[O:8][CH2:9][CH2:10][CH2:11][CH:12]1[C:13](=[O:14])[O:15][CH2:16][CH:17]1[OH:18].[CH2:23]([OH:24])[CH3:25]>>[OH:8][CH2:9][CH2:10][CH2:11][CH:12]1[C:13](=[O:14])[O:15][CH2:16][CH:17]1[OH:18]. The reactants are C(C1=CC=CC=C1)O[C@H]1[C@@H](O[C@@H]([C@H]([C@@H]1OCC1=CC=CC=C1)OCC1=CC=CC=C1)COCC1=CC=CC=C1)C1=CN(C2=C(C=CC=C12)C)CC1=CC=C(C=C1)\C=C\CC(=O)O (3-(2,3,4,6-tetra-O-benzyl-β-D-glucopyranosyl)-1-[4-((1E)-3-carboxyprop-1-enyl)benzyl]-7-methyl-1H-indole), NC(C(=O)N1CCN(CC1)C(C)C)(C)C (1-(2-amino-2-methylpropionyl)-4-isopropylpiperazine), ON1N=NC2=C1C=CC=C2 (1-hydroxybenzotriazole), Cl.C(C)N=C=NCCCN(C)C (1-ethyl-3-(3-dimethylaminopropyl)carbodiimide hydrochloride). The solvent is O (water), CN(C=O)C (N,N-dimethylformamide), C(C)N(CC)CC (triethylamine). Conditions: temperature 50 celsius, time 8 hour. Product: C(C1=CC=CC=C1)O[C@H]1[C@@H](O[C@@H]([C@H]([C@@H]1OCC1=CC=CC=C1)OCC1=CC=CC=C1)COCC1=CC=CC=C1)C1=CN(C2=C(C=CC=C12)C)CC1=CC=C(C=C1)\C=C\CC(NC(C)(C)C(=O)N1CCN(CC1)C(C)C)=O (3-(2,3,4,6-tetra-O-benzyl-β-D-glucopyranosyl)-1-[4-((1E)-3-{1-[(4-isopropylpiperazin-1-yl)carbonyl]-1-(methyl)ethylcarbamoyl}prop-1-enyl)benzyl]-7-methyl-1H-indole). The yield is 89.0%. Reaction SMILES: [CH2:1]([O:8][C@@H:9]1[C@@H:14]([O:15][CH2:16][C:17]2[CH:22]=[CH:21][CH:20]=[CH:19][CH:18]=2)[C@H:13]([O:23][CH2:24][C:25]2[CH:30]=[CH:29][CH:28]=[CH:27][CH:26]=2)[C@@H:12]([CH2:31][O:32][CH2:33][C:34]2[CH:39]=[CH:38][CH:37]=[CH:36][CH:35]=2)[O:11][C@H:10]1[C:40]1[C:48]2[C:43](=[C:44]([CH3:49])[CH:45]=[CH:46][CH:47]=2)[N:42]([CH2:50][C:51]2[CH:56]=[CH:55][C:54](/[CH:57]=[CH:58]/[CH2:59][C:60](O)=[O:61])=[CH:53][CH:52]=2)[CH:41]=1)[C:2]1[CH:7]=[CH:6][CH:5]=[CH:4][CH:3]=1.[NH2:63][C:64]([CH3:77])([CH3:76])[C:65]([N:67]1[CH2:72][CH2:71][N:70]([CH:73]([CH3:75])[CH3:74])[CH2:69][CH2:68]1)=[O:66].ON1C2C=CC=CC=2N=N1.Cl.C(N=C=NCCCN(C)C)C>CN(C)C=O.O.C(N(CC)CC)C>[CH2:1]([O:8][C@@H:9]1[C@@H:14]([O:15][CH2:16][C:17]2[CH:18]=[CH:19][CH:20]=[CH:21][CH:22]=2)[C@H:13]([O:23][CH2:24][C:25]2[CH:30]=[CH:29][CH:28]=[CH:27][CH:26]=2)[C@@H:12]([CH2:31][O:32][CH2:33][C:34]2[CH:39]=[CH:38][CH:37]=[CH:36][CH:35]=2)[O:11][C@H:10]1[C:40]1[C:48]2[C:43](=[C:44]([CH3:49])[CH:45]=[CH:46][CH:47]=2)[N:42]([CH2:50][C:51]2[CH:56]=[CH:55][C:54](/[CH:57]=[CH:58]/[CH2:59][C:60](=[O:61])[NH:63][C:64]([C:65]([N:67]3[CH2:72][CH2:71][N:70]([CH:73]([CH3:74])[CH3:75])[CH2:69][CH2:68]3)=[O:66])([CH3:76])[CH3:77])=[CH:53][CH:52]=2)[CH:41]=1)[C:2]1[CH:3]=[CH:4][CH:5]=[CH:6][CH:7]=1 |f:3.4|. Reported procedure: A suspension of 3-(2,3,4,6-tetra-O-benzyl-β-D-glucopyranosyl)-1-[4-((1E)-3-carboxyprop-1-enyl)benzyl]-7-methyl-1H-indole (0.10 g), 1-(2-amino-2-methylpropionyl)-4-isopropylpiperazine (31 mg), 1-hydroxybenzotriazole (18 mg), 1-ethyl-3-(3-dimethylaminopropyl)carbodiimide hydrochloride (35 mg) and triethylamine (0.034 mL) in N,N-dimethylformamide (2 mL) was stirred at 50° C. overnight. The reaction mixture was poured into water, and the resulting mixture was extracted with ethyl acetate. The extrac... The reactants are BrC1=CC=C(C=C1)CC(=O)OCC (ethyl 4-bromophenylacetate), acid, Cl (HCl), [H-].[Na+] (sodium hydride), [H][H] (hydrogen), Cl (HCl). Run in C1(=CC=CC=C1)C (toluene), C1(=CC=CC=C1)C (toluene), O (water). Conditions: temperature 50 celsius. The product is BrC1=CC=C(C=C1)CC(CC1=CC=C(C=C1)Br)=O (1,3-bis(4-bromophenyl)-2-propanone). Yield: 80.7%. As a reaction SMILES: [H-].[Na+].[Br:3][C:4]1[CH:9]=[CH:8][C:7]([CH2:10][C:11]([O:13]CC)=O)=[CH:6][CH:5]=1.[H][H].Cl>C1(C)C=CC=CC=1.O>[Br:3][C:4]1[CH:9]=[CH:8][C:7]([CH2:10][C:11](=[O:13])[CH2:10][C:7]2[CH:6]=[CH:5][C:4]([Br:3])=[CH:9][CH:8]=2)=[CH:6][CH:5]=1 |f:0.1|. Procedure details: To a slurry of sodium hydride (9.17 grams, 0.23 mole) in 50 milliliters of toluene was added dropwise, a solution of ethyl 4-bromophenylacetate (50 grams, 0.21 mole) in toluene (50 milliliters) at 30-32° C. After addition was completed, the reaction mixture was slowly warmed to 50° C. where the reaction began to rapidly exotherm with evolution of hydrogen gas. The reaction mixture was further heated to 78° C. for 2 hours, cooled to room temperature and then HCl (45 grams) in water (22.5 grams) w... Starting materials: O=S(=O)([O-])C(F)(F)F, COC(=O)c1ccc([N+](C)(C)C)cc1F, O, O=C(O)C(F)(F)F. Product: O=S(=O)([O-])C(F)(F)F, C[N+](C)(C)c1ccc(C(=O)O)c(F)c1. RXN SMILES: [F:1][C:2]([S:3](=[O:4])(=[O:5])[O-:6])([F:7])[F:8].[F:9][c:10]1[cH:11][c:12]([N+:20]([CH3:21])([CH3:22])[CH3:23])[cH:13][cH:14][c:15]1[C:16](=[O:17])[O:18][CH3:19].[OH2:31].[OH:24][C:25]([C:26]([F:27])([F:28])[F:29])=[O:30]>>[F:1][C:2]([S:3](=[O:4])(=[O:5])[O-:6])([F:7])[F:8].[F:9][c:10]1[cH:11][c:12]([N+:20]([CH3:21])([CH3:22])[CH3:23])[cH:13][cH:14][c:15]1[C:16](=[O:17])[OH:18]. The reactants are CC#N, Cl[Cu]Cl, Cl, CC(C)(C)ON=O, Cc1nnc(Cl)c(-c2c(F)cc(N)cc2F)c1-c1ccc(Cl)cc1. Yields the product Cc1nnc(Cl)c(-c2c(F)cc(Cl)cc2F)c1-c1ccc(Cl)cc1. As a reaction SMILES: [CH3:36][C:37]#[N:38].[Cl:33][Cu:34][Cl:35].[ClH:32].[N:1]([O:2][C:3]([CH3:4])([CH3:5])[CH3:6])=[O:7].[NH2:8][c:9]1[cH:10][c:11]([F:31])[c:12](-[c:16]2[c:17]([Cl:30])[n:18][n:19][c:20]([CH3:29])[c:21]2-[c:22]2[cH:23][cH:24][c:25]([Cl:28])[cH:26][cH:27]2)[c:13]([F:15])[cH:14]1>>[c:9]1([Cl:32])[cH:10][c:11]([F:31])[c:12](-[c:16]2[c:17]([Cl:30])[n:18][n:19][c:20]([CH3:29])[c:21]2-[c:22]2[cH:23][cH:24][c:25]([Cl:28])[cH:26][cH:27]2)[c:13]([F:15])[cH:14]1. The reactants are ClC1=NC=C(C=C1Cl)Cl (2,3,5-trichloropyridine), N1=CC=CC=C1 (pyridine), C1(O)=CC=C(O)C=C1 (hydroquinone), [OH-].[Na+] (NaOH). Solvent: CS(=O)C (dimethylsulfoxide). Yields the product 1,4-((bis(3,5-dichloro-2-pyridinyl)oxy))benzene, ClC=1C(=NC=C(C1)Cl)OC1=CC=C(C=C1)O (4-(3,5-dichloro-2-pyridinyloxy)phenol). Yield: 33.0%. Reaction SMILES: Cl[C:2]1[C:7]([Cl:8])=[CH:6][C:5]([Cl:9])=[CH:4][N:3]=1.N1C=CC=CC=1.[C:16]1([CH:23]=[CH:22][C:20]([OH:21])=[CH:19][CH:18]=1)[OH:17].[OH-].[Na+]>CS(C)=O>[Cl:8][C:7]1[C:2]([O:17][C:16]2[CH:23]=[CH:22][C:20]([OH:21])=[CH:19][CH:18]=2)=[N:3][CH:4]=[C:5]([Cl:9])[CH:6]=1 |f:3.4|. Reported procedure: In procedures similar to those in Example 1 above, except that a 2,3,5-trichloropyridine was used in place of the bis reactant, it was found that reaction of equimolar amounts of the pyridine reactant, hydroquinone and 50% NaOH in dimethylsulfoxide (DMSO) at 100°-116° C. for about 11/2 hours gave product yields of 33% 1,4-((bis(3,5-dichloro-2-pyridinyl)oxy))benzene and about 49% of the desired mono compound, i.e., 4-(3,5-dichloro-2-pyridinyloxy)phenol. Reaction of 0.1 mole of the pyridine reacta...